This data is from the Open Reaction Database (ORD), a public repository of structured organic reaction records. The task is: describe an organic reaction: reactants, conditions, products, and yield Starting materials: O1CCCC1.B (borane tetrahydrofuran), C1(CCCCCC1)C(=O)O (cycloheptanecarboxylic acid). Run in O1CCCC1 (tetrahydrofuran). Conditions: time 2 hour. Product: C1(CCCCCC1)CO (cycloheptane methanol). Isolated yield 103.4%. As a reaction SMILES: O1CCCC1.B.[CH:7]1([C:14](O)=[O:15])[CH2:13][CH2:12][CH2:11][CH2:10][CH2:9][CH2:8]1>O1CCCC1>[CH:7]1([CH2:14][OH:15])[CH2:13][CH2:12][CH2:11][CH2:10][CH2:9][CH2:8]1 |f:0.1|. Procedure: To a stirred solution of borane tetrahydrofuran complex (95 mL of 1.5 M solution in tetrahydrofuran/ether) under argon at 0° C. was added cycloheptanecarboxylic acid (10.05 g; 69.3 mmol) in 30 mL tetrahydrofuran. After 2 h, the mixture was quenched by careful addition of methanol and the mixture concentrated in vacuo. The residue was taken up into ethyl acetate and washed with successively with 1N HCl, saturated sodium bicarbonate and brine solutions. The organic layer was dried (sodium sulfate)... The reactants are CC1(CC=2C=3C=NNC(C3SC2C1)=O)C (4,4-Dimethyl-7-thia-10,11-diazatricyclo[6.4.0.02,6]dodeca-1(8),2(6),11-trien-9-one), BrC1=C(C=O)C(=CC=N1)Cl (2-bromo-4-chloronicotinaldehyde). Yields the product ClC1=C(C(=NC=C1)N1C(C=2SC=3CC(CC3C2C=N1)(C)C)=O)C=O (4-Chloro-2-{4,4-dimethyl-9-oxo-7-thia-10,11-diazatricyclo[6.4.0.02,6]dodeca-1(8),2(6),11-trien-10-yl}pyridine-3-carbaldehyde), solid. Yield: 48.0%. RXN SMILES: [CH3:1][C:2]1([CH3:15])[CH2:13][C:12]2[S:11][C:10]3[C:9](=[O:14])[NH:8][N:7]=[CH:6][C:5]=3[C:4]=2[CH2:3]1.Br[C:17]1[N:24]=[CH:23][CH:22]=[C:21]([Cl:25])[C:18]=1[CH:19]=[O:20]>>[Cl:25][C:21]1[CH:22]=[CH:23][N:24]=[C:17]([N:8]2[N:7]=[CH:6][C:5]3[C:4]4[CH2:3][C:2]([CH3:15])([CH3:1])[CH2:13][C:12]=4[S:11][C:10]=3[C:9]2=[O:14])[C:18]=1[CH:19]=[O:20]. Reported procedure: Following the procedures as described in Example 108a, and starting with 282h (330 mg, 1.5 mmol) and 2-bromo-4-chloronicotinaldehyde (950 mg, 4.5 mmol), 282i was obtained as a yellow solid (260 mg, 48%). MS-ESI: [M+H]+ 359.9